Dataset: the Open Reaction Database (ORD), a public repository of structured organic reaction records. Task: describe an organic reaction: reactants, conditions, products, and yield Reactants: CCN, CCO, COc1ccncc1[N+](=O)[O-], Cl, O. RXN SMILES: [CH3:13][CH2:14][NH2:15].[CH3:16][CH2:17][OH:18].[CH3:2][O:3][c:4]1[c:5]([N+:10](=[O:11])[O-:12])[cH:6][n:7][cH:8][cH:9]1.[ClH:1].[OH2:19]>>[c:4]1([NH:15][CH2:14][CH3:13])[c:5]([N+:10](=[O:11])[O-:12])[cH:6][n:7][cH:8][cH:9]1. Product: CCNc1ccncc1[N+](=O)[O-]. Solvent: CN(C=O)C (dimethylformamide), N1=CC=CC=C1 (pyridine). Procedure: A solution of 21 -chloro-11β,17-dihydroxy-16α-(2-oxopropoxy)pregna-1,4-diene-3,20-dione (10 mmoles) in 40 ml of dimethylformamide and 20 ml of pyridine is stirred at 0°C for 75 minutes with 10 ml of methanesulfonyl chloride. The mixture is poured into cold, dilute hydrochloric acid and extracted with chloroform. The chloroform solution is dried and evaporated to give the title compound. As a reaction SMILES: [Cl:1][CH2:2][C:3](=[O:31])[C@:4]1([OH:30])[C@:21]2([CH3:22])[C@H:7]([C@H:8]3[C@H:18]([C@@H:19](O)[CH2:20]2)[C@:16]2([CH3:17])[C:11](=[CH:12][C:13](=[O:24])[CH:14]=[CH:15]2)[CH2:10][CH2:9]3)[CH2:6][C@H:5]1[O:25][CH2:26][C:27](=[O:29])[CH3:28].CS(Cl)(=O)=O.Cl>CN(C)C=O.N1C=CC=CC=1>[Cl:1][CH2:2][C:3](=[O:31])[C@:4]1([OH:30])[C@:21]2([CH3:22])[C@H:7]([C@H:8]3[C:18](=[CH:19][CH2:20]2)[C@:16]2([CH3:17])[C:11](=[CH:12][C:13](=[O:24])[CH:14]=[CH:15]2)[CH2:10][CH2:9]3)[CH2:6][C@H:5]1[O:25][CH2:26][C:27](=[O:29])[CH3:28]. The reactants are ClCC([C@]1([C@@H](C[C@H]2[C@@H]3CCC4=CC(C=C[C@]4(C)[C@H]3[C@H](C[C@]12C)O)=O)OCC(C)=O)O)=O (21 -chloro-11β,17-dihydroxy-16α-(2-oxopropoxy)pregna-1,4-diene-3,20-dione), CS(=O)(=O)Cl (methanesulfonyl chloride), Cl (hydrochloric acid). Product: ClCC([C@]1([C@@H](C[C@H]2[C@@H]3CCC4=CC(C=C[C@]4(C)C3=CC[C@]12C)=O)OCC(C)=O)O)=O (21-Chloro-17-hydroxy-16α-(2-oxopropoxy)-pregna-1,4,9(11)-triene-3,20-dione). The reactants are CCO, [Cl-], CC(=Cc1ccc(OCc2ccc(Cl)cc2)cc1)[N+](=O)[O-], [Fe], O. Reaction SMILES: [CH3:23][CH2:24][OH:25].[Cl-:22].[Cl:1][c:2]1[cH:3][cH:4][c:5]([CH2:6][O:7][c:8]2[cH:9][cH:10][c:11]([CH:14]=[C:15]([CH3:16])[N+:17]([O-:18])=[O:19])[cH:12][cH:13]2)[cH:20][cH:21]1.[Fe:26].[OH2:27]>>[Cl:1][c:2]1[cH:3][cH:4][c:5]([CH2:6][O:7][c:8]2[cH:9][cH:10][c:11]([CH2:14][C:15]([CH3:16])=[O:25])[cH:12][cH:13]2)[cH:20][cH:21]1. Yields the product CC(=O)Cc1ccc(OCc2ccc(Cl)cc2)cc1. The reactants are C(CCC)C=1N(C(=C(N1)Cl)CO)CC1=C(C=CC=C1)Cl (2-n-butyl-4-chloro-1-(2-chlorophenyl)methyl-5-hydroxymethyl-1H-imidazole), COC([C@@](N)(CC1=CC=CC=C1)CC)=O (a-ethylphenylalanine methyl ester). Product: COC([C@@](NCC1=CN=C(N1CC1=C(C=CC=C1)Cl)CCCC)(CC1=CC=CC=C1)CC)=O ({1-(2-chlorophenyl)methyl-2-n butyl-1H-imidazol-5-yl}methyl-α-ethylphenylalanine methyl ester). Reaction SMILES: [CH2:1]([C:5]1[N:6]([CH2:13][C:14]2[CH:19]=[CH:18][CH:17]=[CH:16][C:15]=2[Cl:20])[C:7]([CH2:11]O)=[C:8](Cl)[N:9]=1)[CH2:2][CH2:3][CH3:4].[CH3:21][O:22][C:23](=[O:35])[C@:24]([CH2:33][CH3:34])([CH2:26][C:27]1[CH:32]=[CH:31][CH:30]=[CH:29][CH:28]=1)[NH2:25]>>[CH3:21][O:22][C:23](=[O:35])[C@:24]([CH2:33][CH3:34])([CH2:26][C:27]1[CH:32]=[CH:31][CH:30]=[CH:29][CH:28]=1)[NH:25][CH2:11][C:7]1[N:6]([CH2:13][C:14]2[CH:19]=[CH:18][CH:17]=[CH:16][C:15]=2[Cl:20])[C:5]([CH2:1][CH2:2][CH2:3][CH3:4])=[N:9][CH:8]=1. Procedure details: The procedure of Example 4 (i), Method A, was followed using a-ethylphenylalanine methyl ester in place of α-methyl-phenylalanine methyl ester to give N-[{1-(2-chlorophenyl)methyl-2-n butyl-1H-imidazol-5-yl}methyl-α-ethylphenylalanine methyl ester. Hydrolysis of the ester using the procedure of Example 2 (ii), followed by treatment with hydrochloric acid, gave the title compound as the dihydrochloride salt; mp 209°-211° C. Starting materials: CC(=O)Nc1cc(C(C)=O)ccc1O, CC(C)=O, ClCCCBr, [K+], [K+], O=C([O-])[O-]. Yields the product CC(=O)Nc1cc(C(C)=O)ccc1OCCCCl. As a reaction SMILES: [C:1]([CH3:2])(=[O:3])[NH:4][c:5]1[cH:6][c:7]([C:12]([CH3:13])=[O:14])[cH:8][cH:9][c:10]1[OH:11].[CH3:26][C:27](=[O:28])[CH3:29].[Cl:21][CH2:22][CH2:23][CH2:24][Br:25].[K+:15].[K+:16].[O-:17][C:18]([O-:19])=[O:20]>>[C:1]([CH3:2])(=[O:3])[NH:4][c:5]1[cH:6][c:7]([C:12]([CH3:13])=[O:14])[cH:8][cH:9][c:10]1[O:11][CH2:24][CH2:23][CH2:22][Cl:21]. The reactants are N1=CC(=C(C=C1)N)N (3,4-pyridinediamine), N(=C=S)C (isothiocyanatomethane), O1CCCC1 (tetrahydrofuran). The solvent is C(C)#N (acetonitrile). The product is NC=1C=NC=CC1NC(=S)NC (N-(3-amino-4-pyridinyl)-N'-methylthiourea), intermediate 95. As a reaction SMILES: [N:1]1[CH:6]=[CH:5][C:4]([NH2:7])=[C:3]([NH2:8])[CH:2]=1.[N:9]([CH3:12])=[C:10]=[S:11].O1CCCC1>C(#N)C>[NH2:8][C:3]1[CH:2]=[N:1][CH:6]=[CH:5][C:4]=1[NH:7][C:10]([NH:9][CH3:12])=[S:11]. Procedure details: A mixture of 4.4 parts of 3,4-pyridinediamine, 4.0 parts of isothiocyanatomethane, 90 parts of tetrahydrofuran and 40 parts of acetonitrile was stirred and refluxed overnight. The reaction mixture was evaporated, yielding 7.3 parts of N-(3-amino-4-pyridinyl)-N'-methylthiourea as a residue (intermediate 95).